Dataset: the Open Reaction Database (ORD), a public repository of structured organic reaction records. Task: describe an organic reaction: reactants, conditions, products, and yield Starting materials: C(#N)C=1C=C(C(=O)N)C=CC1 (m-Cyanobenzamide), N(=O)[O-].[Na+] (sodium nitrite), CS(=O)(=O)O (methanesulfonic acid). Solvent: CS(=O)C (dimethyl sulfoxide). Product: C(#N)C=1C=C(C(=O)O)C=CC1 (m-cyanobenzoic acid). Yield: 87.4%. Reaction SMILES: [C:1]([C:3]1[CH:4]=[C:5]([CH:9]=[CH:10][CH:11]=1)[C:6](N)=[O:7])#[N:2].N([O-])=[O:13].[Na+].CS(O)(=O)=O>CS(C)=O>[C:1]([C:3]1[CH:4]=[C:5]([CH:9]=[CH:10][CH:11]=1)[C:6]([OH:13])=[O:7])#[N:2] |f:1.2|. Procedure details: m-Cyanobenzamide (2.92 g), sodium nitrite (2.76 g), and dimethyl sulfoxide (50 ml) were mixed and stirred vigorously at room temperature. To the mixture, methanesulfonic acid (3.95 g) was added dropwise over ten minutes, and further stirred vigorously for three hours. The solvent was removed under reduced pressure, and water (50 ml) was added to the residue. The precipitated crystals were collected through filtration, washed with water, and dried, to thereby obtain 2.57 g of m-cyanobenzoic acid ... The reactants are SC1=CC=C(C(=O)OC)C=C1 (methyl 4-mercaptobenzoate), C(=O)([O-])[O-].[K+].[K+] (K2CO3), ClC1=CC=C(C=C1)N1N=C2CCCCC2=C1C(COS(=O)(=O)C)C1CCCCC1 ([rac]-Methanesulfonic acid 2-[2-(4-chloro-phenyl)-4,5,6,7-tetrahydro-2H-indazol-3-yl]-2-cyclohexyl-ethyl ester). The solvent is CN(C)C=O (DMF), CN(C)C=O (DMF). Reaction conditions: temperature 100 celsius. Yields the product COC(C1=CC=C(C=C1)SCC(C1CCCCC1)C=1N(N=C2CCCCC12)C1=CC=C(C=C1)Cl)=O ([rac]-4-{2-[2-(4-Chloro-phenyl)-4,5,6,7-tetrahydro-2H-indazol-3-yl]-2-cyclohexyl-ethylsulfanyl}-benzoic acid methyl ester). As a reaction SMILES: [SH:1][C:2]1[CH:11]=[CH:10][C:5]([C:6]([O:8][CH3:9])=[O:7])=[CH:4][CH:3]=1.C([O-])([O-])=O.[K+].[K+].[Cl:18][C:19]1[CH:24]=[CH:23][C:22]([N:25]2[C:33]([CH:34]([CH:41]3[CH2:46][CH2:45][CH2:44][CH2:43][CH2:42]3)[CH2:35]OS(C)(=O)=O)=[C:32]3[C:27]([CH2:28][CH2:29][CH2:30][CH2:31]3)=[N:26]2)=[CH:21][CH:20]=1>CN(C=O)C>[CH3:9][O:8][C:6](=[O:7])[C:5]1[CH:4]=[CH:3][C:2]([S:1][CH2:35][CH:34]([C:33]2[N:25]([C:22]3[CH:23]=[CH:24][C:19]([Cl:18])=[CH:20][CH:21]=3)[N:26]=[C:27]3[C:32]=2[CH2:31][CH2:30][CH2:29][CH2:28]3)[CH:41]2[CH2:46][CH2:45][CH2:44][CH2:43][CH2:42]2)=[CH:11][CH:10]=1 |f:1.2.3|. Procedure details: To a solution of methyl 4-mercaptobenzoate (54.0 mg, 0.306 mmol; CAS Reg. No. 6302-65-4) in dry DMF (3 ml) was added K2CO3 (43.0 mg, 0.306 mmol) at 0° C. The reaction mixture was stirred for 15 minutes at 0° C. [rac]-Methanesulfonic acid 2-[2-(4-chloro-phenyl)-4,5,6,7-tetrahydro-2H-indazol-3-yl]-2-cyclohexyl-ethyl ester (135.0 mg, 0.306 mmol) dissolved in dry DMF (1 ml) was then added at 0° C. The reaction mixture was then heated at 100° C. in a sealed tube for 12 hours. LC-MS shows the formatio... Starting materials: C(=O)C1=C(C=C(S1)C(=O)O)C (5-formyl-4-methyl-thiophene-2-carboxylic acid), CC1(OCC(O1)COC1=C(C=C(C(=N)NO)C=C1C)C)C (rac-4-(2,2-dimethyl-[1,3]dioxolan-4-ylmethoxy)-N-hydroxy-3,5-dimethyl-benzamidine). Product: CC1(OCC(O1)COC1=C(C=C(C=C1C)C1=NOC(=N1)C1=CC(=C(S1)C=O)C)C)C (rac-5-{3-[4-(2,2-Dimethyl-[1,3]dioxolan-4-ylmethoxy)-3,5-dimethyl-phenyl]-[1,2,4]oxadiazol-5-yl}-3-methyl-thiophene-2-carbaldehyde). Reaction SMILES: [CH:1]([C:3]1[S:7][C:6]([C:8]([OH:10])=O)=[CH:5][C:4]=1[CH3:11])=[O:2].[CH3:12][C:13]1([CH3:32])[O:17][CH:16]([CH2:18][O:19][C:20]2[C:29]([CH3:30])=[CH:28][C:23]([C:24]([NH:26]O)=[NH:25])=[CH:22][C:21]=2[CH3:31])[CH2:15][O:14]1>>[CH3:12][C:13]1([CH3:32])[O:17][CH:16]([CH2:18][O:19][C:20]2[C:21]([CH3:31])=[CH:22][C:23]([C:24]3[N:26]=[C:8]([C:6]4[S:7][C:3]([CH:1]=[O:2])=[C:4]([CH3:11])[CH:5]=4)[O:10][N:25]=3)=[CH:28][C:29]=2[CH3:30])[CH2:15][O:14]1. Reported procedure: The title compound is prepared according to Method A starting from 5-formyl-4-methyl-thiophene-2-carboxylic acid and rac-4-(2,2-dimethyl-[1,3]dioxolan-4-ylmethoxy)-N-hydroxy-3,5-dimethyl-benzamidine; LC-MS: tR=1.16 min; [M+1]+=429.16; 1H NMR (D6-DMSO): δ1.34 (s, 3H), 1.38 (s, 3H), 2.34 (s, 6H), 2.65 (s, 3H), 3.79-3.93 (m, 3H), 4.10-4.15 (m, 1H), 4.42-4.49 (m, 1H), 7.75 (s, 2H), 8.07 (s, 1H), 10.17 (s, 1H).